Dataset: the Open Reaction Database (ORD), a public repository of structured organic reaction records. Task: describe an organic reaction: reactants, conditions, products, and yield Starting materials: NC=1C=C(C(=O)O)C=C(C1C1=CC=CC=C1)[N+](=O)[O-] (3-amino-5-nitro-4-phenylbenzoic acid), NC=1C=C(C(=O)O)C=C(C1C1=CC=CC=C1)S(N)(=O)=O (3-amino-4-phenyl-5-sulfamylbenzoic acid). The product is C(C1=CC=CC=C1)NC=1C=C(C(=O)O)C=C(C1C1=CC=CC=C1)S(N)(=O)=O (3-benzylamino-4-phenyl-5-sulfamylbenzoic acid). Reaction SMILES: N[C:2]1[CH:3]=[C:4]([CH:8]=[C:9]([N+]([O-])=O)[C:10]=1C1C=CC=CC=1)[C:5](O)=O.[NH2:20][C:21]1[CH:22]=[C:23]([CH:27]=[C:28]([S:36](=[O:39])(=[O:38])[NH2:37])[C:29]=1[C:30]1[CH:35]=[CH:34][CH:33]=[CH:32][CH:31]=1)[C:24]([OH:26])=[O:25]>>[CH2:5]([NH:20][C:21]1[CH:22]=[C:23]([CH:27]=[C:28]([S:36](=[O:39])(=[O:38])[NH2:37])[C:29]=1[C:30]1[CH:35]=[CH:34][CH:33]=[CH:32][CH:31]=1)[C:24]([OH:26])=[O:25])[C:4]1[CH:8]=[CH:9][CH:10]=[CH:2][CH:3]=1. Procedure details: By replacing in Example 1, step D, 3-amino-5-nitro-4-phenylbenzoic acid with an equimolar amount of 3-amino-4-phenyl-5-sulfamylbenzoic acid, and following the procedure described, 3-benzylamino-4-phenyl-5-sulfamylbenzoic acid is obtained with a melting point of 221°-222° C. The material is identical (IR, analysis) with the material prepared as in Example 1, step G. Starting materials: [N+](=O)([O-])C1=CC2=C(CCC=CC2=O)C=C1 (3-nitro-8,9-dihydro [5H] benzocycloheptene-5-one), CO (methanol), C([O-])([O-])=O.[K+].[K+] (potassium carbonate), CC(C#N)(O)C (acetone cyanhydrin). Run in O1CCCC1 (tetrahydrofuran). Run at temperature 90 celsius. Product: [N+](=O)([O-])C1=CC2=C(CCC(CC2=O)C#N)C=C1 (3-nitro-5-oxo-6,7,8,9-tetrahydro [5H] benzocycloheptene-7-carbonitrile). RXN SMILES: [N+:1]([C:4]1[CH:15]=[CH:14][C:7]2[CH2:8][CH2:9][CH:10]=[CH:11][C:12](=[O:13])[C:6]=2[CH:5]=1)([O-:3])=[O:2].CO.C(=O)([O-])[O-].[K+].[K+].CC(C)(O)[C:26]#[N:27]>O1CCCC1>[N+:1]([C:4]1[CH:15]=[CH:14][C:7]2[CH2:8][CH2:9][CH:10]([C:26]#[N:27])[CH2:11][C:12](=[O:13])[C:6]=2[CH:5]=1)([O-:3])=[O:2] |f:2.3.4|. Procedure details: A mixture of 50 g of 3-nitro-8,9-dihydro [5H] benzocycloheptene-5-one, 1200 ml of methanol, 120 ml of tetrahydrofuran, 100 ml of a 10% aqueous potassium carbonate and 50 ml of acetone cyanhydrin under nitrogen was refluxed for an hour in a bath at 90° C. and the mixture was concentrated to about 200 ml under reduced pressure. The mixture was cooled to 20° C. and was extracted with methylene chloride. The organic phase was washed with water, dried and distilled to dryness under reduced pressure. ... Reactants: COC(=O)Cc1cccc(OCc2cncc(OCc3nc(-c4ccccc4)oc3C)c2)c1, CO, [Na+], C1CCOC1, [OH-]. Yields the product Cc1oc(-c2ccccc2)nc1COc1cncc(COc2cccc(CC(=O)O)c2)c1. RXN SMILES: [CH3:1][c:2]1[c:3]([CH2:13][O:14][c:15]2[cH:16][c:17]([CH2:21][O:22][c:23]3[cH:24][c:25]([CH2:29][C:30](=[O:31])[O:32][CH3:33])[cH:26][cH:27][cH:28]3)[cH:18][n:19][cH:20]2)[n:4][c:5](-[c:7]2[cH:8][cH:9][cH:10][cH:11][cH:12]2)[o:6]1.[CH3:41][OH:42].[Na+:40].[O:34]1[CH2:35][CH2:36][CH2:37][CH2:38]1.[OH-:39]>>[CH3:1][c:2]1[c:3]([CH2:13][O:14][c:15]2[cH:16][c:17]([CH2:21][O:22][c:23]3[cH:24][c:25]([CH2:29][C:30](=[O:31])[OH:32])[cH:26][cH:27][cH:28]3)[cH:18][n:19][cH:20]2)[n:4][c:5](-[c:7]2[cH:8][cH:9][cH:10][cH:11][cH:12]2)[o:6]1.